Dataset: the Open Reaction Database (ORD), a public repository of structured organic reaction records. Task: describe an organic reaction: reactants, conditions, products, and yield Starting materials: COC(=O)c1cn(-c2ccnc3ccc(OC)cc23)c2ccccc12, CC(C)OC(C)C, [Li+], C1CCOC1, [OH-], O, O. Yields the product COc1ccc2nccc(-n3cc(C(=O)O)c4ccccc43)c2c1. Reaction SMILES: [CH3:4][O:5][C:6](=[O:7])[c:8]1[cH:9][n:10](-[c:17]2[cH:18][cH:19][n:20][c:21]3[cH:22][cH:23][c:24]([O:27][CH3:28])[cH:25][c:26]23)[c:11]2[cH:12][cH:13][cH:14][cH:15][c:16]12.[CH:35]([O:36][CH:37]([CH3:38])[CH3:39])([CH3:40])[CH3:41].[Li+:3].[O:29]1[CH2:30][CH2:31][CH2:32][CH2:33]1.[OH-:2].[OH2:1].[OH2:34]>>[O:5]=[C:6]([OH:7])[c:8]1[cH:9][n:10](-[c:17]2[cH:18][cH:19][n:20][c:21]3[cH:22][cH:23][c:24]([O:27][CH3:28])[cH:25][c:26]23)[c:11]2[cH:12][cH:13][cH:14][cH:15][c:16]12. The reactants are COC(=O)C(Cc1ccc(-c2ccnc(C)c2C)cc1)NC(=O)C1Cc2cc3c(cc2CN1C(=O)OC(C)(C)C)OC(c1ccc(OCc2ccc(Cl)c(Cl)c2)cc1)CO3, CO, CCOC(C)=O. The product is COC(=O)C(Cc1ccc(-c2ccnc(C)c2C)cc1)NC(=O)C1Cc2cc3c(cc2CN1C(=O)OC(C)(C)C)OC(c1ccc(O)cc1)CO3. RXN SMILES: [C:1]([CH3:2])([CH3:3])([CH3:4])[O:5][C:6](=[O:7])[N:8]1[CH2:9][c:10]2[cH:11][c:12]3[c:13]([cH:14][c:15]2[CH2:16][CH:17]1[C:18]([NH:19][CH:20]([CH2:21][c:22]1[cH:23][cH:24][c:25](-[c:28]2[c:29]([CH3:35])[c:30]([CH3:34])[n:31][cH:32][cH:33]2)[cH:26][cH:27]1)[C:36](=[O:37])[O:38][CH3:39])=[O:40])[O:41][CH2:42][CH:43]([c:45]1[cH:46][cH:47][c:48]([O:51][CH2:52][c:53]2[cH:54][cH:55][c:56]([Cl:57])[c:58]([Cl:59])[cH:60]2)[cH:49][cH:50]1)[O:44]3.[CH3:61][OH:62].[CH3:63][CH2:64][O:65][C:66]([CH3:67])=[O:68]>>[C:1]([CH3:2])([CH3:3])([CH3:4])[O:5][C:6](=[O:7])[N:8]1[CH2:9][c:10]2[cH:11][c:12]3[c:13]([cH:14][c:15]2[CH2:16][CH:17]1[C:18]([NH:19][CH:20]([CH2:21][c:22]1[cH:23][cH:24][c:25](-[c:28]2[c:29]([CH3:35])[c:30]([CH3:34])[n:31][cH:32][cH:33]2)[cH:26][cH:27]1)[C:36](=[O:37])[O:38][CH3:39])=[O:40])[O:41][CH2:42][CH:43]([c:45]1[cH:46][cH:47][c:48]([OH:51])[cH:49][cH:50]1)[O:44]3. Starting materials: CC12CCC(C#N)=CC1=CCC1C2CCC2(C)C(C(=O)Sc3ccccn3)CCC12, COc1ccccc1C(C)(C)N. Yields the product COc1ccccc1C(C)(C)NC(=O)C1CCC2C3CC=C4C=C(C#N)CCC4(C)C3CCC12C. RXN SMILES: [C:1](#[N:2])[C:3]1=[CH:4][C:5]2=[CH:6][CH2:7][CH:8]3[CH:9]4[CH2:10][CH2:11][CH:12]([C:22]([S:23][c:24]5[cH:25][cH:26][cH:27][cH:28][n:29]5)=[O:30])[C:13]4([CH3:14])[CH2:15][CH2:16][CH:17]3[C:18]2([CH3:21])[CH2:19][CH2:20]1.[CH3:31][O:32][c:33]1[c:34]([C:39]([CH3:40])([CH3:41])[NH2:42])[cH:35][cH:36][cH:37][cH:38]1>>[C:1](#[N:2])[C:3]1=[CH:4][C:5]2=[CH:6][CH2:7][CH:8]3[CH:9]4[CH2:10][CH2:11][CH:12]([C:22](=[O:30])[NH:42][C:39]([c:34]5[c:33]([O:32][CH3:31])[cH:38][cH:37][cH:36][cH:35]5)([CH3:40])[CH3:41])[C:13]4([CH3:14])[CH2:15][CH2:16][CH:17]3[C:18]2([CH3:21])[CH2:19][CH2:20]1. Reactants: O (water), ClC1=CC=C(CCl)C=C1 (p-chlorobenzyl chloride), C([O-])([O-])=O.[K+].[K+] (potassium carbonate), ClC=1C(N(N=CC1O)C1=CC=C(C=C1)Cl)=O (4-chloro-2-(4-chlorophenyl)-5-hydroxy-3(2H)-pyridazinone). Run in CN(C=O)C (N,N-dimethylformamide). Reaction conditions: time 2 hour. The product is ClC=1C(N(N=CC1OCC1=CC=C(C=C1)Cl)C1=CC=C(C=C1)Cl)=O (4-chloro-5-(4-chlorobenzyloxy)-2-(4-chlorophenyl)-3(2H)-pyridazinone). The yield is 59.1%. Reaction SMILES: [Cl:1][C:2]1[C:3](=[O:16])[N:4]([C:9]2[CH:14]=[CH:13][C:12]([Cl:15])=[CH:11][CH:10]=2)[N:5]=[CH:6][C:7]=1[OH:8].[Cl:17][C:18]1[CH:25]=[CH:24][C:21]([CH2:22]Cl)=[CH:20][CH:19]=1.C(=O)([O-])[O-].[K+].[K+].O>CN(C)C=O>[Cl:1][C:2]1[C:3](=[O:16])[N:4]([C:9]2[CH:10]=[CH:11][C:12]([Cl:15])=[CH:13][CH:14]=2)[N:5]=[CH:6][C:7]=1[O:8][CH2:22][C:21]1[CH:24]=[CH:25][C:18]([Cl:17])=[CH:19][CH:20]=1 |f:2.3.4|. Reported procedure: In 70 ml of N,N-dimethylformamide was dissolved 7.1 g (0.028 mol) of 4-chloro-2-(4-chlorophenyl)-5-hydroxy-3(2H)-pyridazinone, and thereto were added 4.5 g of p-chlorobenzyl chloride and 5.4 g of anhydrous potassium carbonate. The resulting reaction mixture was heated under stirring on an oil bath at 120° to 130° C. for 2 hours. After allowing to cool, the reaction mixture was poured into 500 ml of water. The solid thus precipitated was taken out by filtration, washed with water, dried and then ... Reactants: NC=1C=CC(=C(C1)N1N=C(C(=C1C(=O)OCC)CC1=CC=C(C=C1)C1=C(C=CC=C1)S(NC(C1=C(C=CC=C1)Cl)=O)(=O)=O)CCCC)Cl (ethyl 1-(5-amino-2-chlorophenyl)-3-n-butyl-4-[[2'-[N-(2-chlorobenzoyl)sulfamoyl]-biphenyl-4-yl]methyl]-1H-pyrazole-5-carboxylate), C(CCCC)(=O)Cl (valeryl chloride). The reagents and catalysts are CN(C1=CC=NC=C1)C (4-(dimethylamino)pyridine). Solvent: N1=CC=CC=C1 (pyridine). Reaction conditions: time 8 hour. Product: C(CCC)C1=NN(C(=C1CC1=CC=C(C=C1)C1=C(C=CC=C1)S(NC(C1=C(C=CC=C1)Cl)=O)(=O)=O)C(=O)OCC)C1=C(C=CC(=C1)NC(CCCC)=O)Cl (Ethyl 3-n-Butyl-4-[[2'-[N-(2-chlorobenzoyl)sulfamoyl]-biphenyl-4-yl]methyl]-1-[2-chloro-5-(valerylamino)phenyl]-1H-pyrazole-5-carboxylate). Yield: 73.1%. RXN SMILES: [NH2:1][C:2]1[CH:3]=[CH:4][C:5]([Cl:48])=[C:6]([N:8]2[C:12]([C:13]([O:15][CH2:16][CH3:17])=[O:14])=[C:11]([CH2:18][C:19]3[CH:24]=[CH:23][C:22]([C:25]4[CH:30]=[CH:29][CH:28]=[CH:27][C:26]=4[S:31](=[O:43])(=[O:42])[NH:32][C:33](=[O:41])[C:34]4[CH:39]=[CH:38][CH:37]=[CH:36][C:35]=4[Cl:40])=[CH:21][CH:20]=3)[C:10]([CH2:44][CH2:45][CH2:46][CH3:47])=[N:9]2)[CH:7]=1.[C:49](Cl)(=[O:54])[CH2:50][CH2:51][CH2:52][CH3:53]>CN(C)C1C=CN=CC=1.N1C=CC=CC=1>[CH2:44]([C:10]1[C:11]([CH2:18][C:19]2[CH:20]=[CH:21][C:22]([C:25]3[CH:30]=[CH:29][CH:28]=[CH:27][C:26]=3[S:31](=[O:42])(=[O:43])[NH:32][C:33](=[O:41])[C:34]3[CH:39]=[CH:38][CH:37]=[CH:36][C:35]=3[Cl:40])=[CH:23][CH:24]=2)=[C:12]([C:13]([O:15][CH2:16][CH3:17])=[O:14])[N:8]([C:6]2[CH:7]=[C:2]([NH:1][C:49](=[O:54])[CH2:50][CH2:51][CH2:52][CH3:53])[CH:3]=[CH:4][C:5]=2[Cl:48])[N:9]=1)[CH2:45][CH2:46][CH3:47]. Reported procedure: To a mixture of 150 mg (0.213 mmol) of ethyl 1-(5-amino-2-chlorophenyl)-3-n-butyl-4-[[2'-[N-(2-chlorobenzoyl)sulfamoyl]-biphenyl-4-yl]methyl]-1H-pyrazole-5-carboxylate (from Step I), 26 mg (0.213 mmol) of 4-(dimethylamino)pyridine (DMAP), and 1.75 mL of dry pyridine was added 126 μL (128 mg, 1.06 mmol) of valeryl chloride. The mixture was stirred under N2 at room temperature overnight and then partitioned between H2O and ethyl acetate. The organic layer was washed twice with H2O and then with br... The reactants are C[O-], CO, COC(=O)CCc1c(F)cc2nn(C)cc2c1C(=O)OC, [Na+], C1CCOC1. Product: Cn1cc2c3c(c(F)cc2n1)CCC3=O. RXN SMILES: [CH3:22][O-:23].[CH3:30][OH:31].[F:1][c:2]1[c:3]([CH2:16][CH2:17][C:18](=[O:13])[O:20][CH3:12])[c:4]([C:14]([O:15][CH3:19])=[O:21])[c:5]2[cH:6][n:7]([CH3:11])[n:8][c:9]2[cH:10]1.[Na+:24].[O:25]1[CH2:26][CH2:27][CH2:28][CH2:29]1>>[F:1][c:2]1[c:3]2[c:4]([c:5]3[cH:6][n:7]([CH3:11])[n:8][c:9]3[cH:10]1)[C:18](=[O:20])[CH2:17][CH2:16]2. Starting materials: BrC1=C(C=C2C(=C(NC2=C1)C(=O)OCC)C1=CC=CC=C1)Cl (ethyl 6-bromo-5-chloro-3-phenylindole-2-carboxylate), CS(=O)C (dimethylsulfoxide), [H-].[Na+] (sodium hydride), O (water), C(C)(=O)O (acetic acid), CS(=O)C (dimethylsulfoxide), O (water). Solvent: C1=CC=CC=C1 (benzene), C1=CC=CC=C1 (benzene). Yields the product BrC1=C(C=C2C(=C(NC2=C1)C(CS(=O)C)=O)C1=CC=CC=C1)Cl (6-bromo-5-chloro-2[(methylsulfinyl)acetyl]-3-phenylindole). Conditions: time 1 hour. Reaction SMILES: [H-].[Na+].[Br:3][C:4]1[CH:12]=[C:11]2[C:7]([C:8]([C:18]3[CH:23]=[CH:22][CH:21]=[CH:20][CH:19]=3)=[C:9]([C:13](OCC)=[O:14])[NH:10]2)=[CH:6][C:5]=1[Cl:24].O.C(O)(=O)C.[CH3:30][S:31]([CH3:33])=[O:32]>C1C=CC=CC=1>[Br:3][C:4]1[CH:12]=[C:11]2[C:7]([C:8]([C:18]3[CH:23]=[CH:22][CH:21]=[CH:20][CH:19]=3)=[C:9]([C:13](=[O:14])[CH2:30][S:31]([CH3:33])=[O:32])[NH:10]2)=[CH:6][C:5]=1[Cl:24] |f:0.1|. Procedure: Stir sodium hydride (13 g) in a mixture of dimethylsulfoxide (100 ml) and benzene (100 ml), and heat at 65°-75° for 2 hours under nitrogen. To this mixture add ethyl 6-bromo-5-chloro-3-phenylindole-2-carboxylate in dimethylsulfoxide (50 ml) and benzene (30 ml) at 15°-20° and stir the mixture at room temperature for one hour. Cool the resulting mixture to 15° C. add 50 ml of water (very slowly) and then add an additional 550 ml of water. Add 25 ml of acetic acid, stir and then filter. Wash the re... Starting materials: C(C)(C)(C)OC(=O)N1CCC(CC1)C(=O)OCC (Ethyl N-tert-butoxycarbonylpiperidine-4-carboxylate), CC=1C=C(CBr)C=CC1 (3-methylbenzyl bromide), [N+](=O)([O-])C=1C=C(CBr)C=CC1 (3-nitrobenzyl bromide). Product: C(C)(C)(C)OC(=O)N1CCC(CC1)(C(=O)OCC)CC1=CC(=CC=C1)[N+](=O)[O-] (Ethyl N-tert-butoxycarbonyl-4-(3-nitrobenzyl)piperidine-4-carboxylate). Reaction SMILES: [C:1]([O:5][C:6]([N:8]1[CH2:13][CH2:12][CH:11]([C:14]([O:16][CH2:17][CH3:18])=[O:15])[CH2:10][CH2:9]1)=[O:7])([CH3:4])([CH3:3])[CH3:2].CC1C=C(C=CC=1)CBr.[N+:28]([C:31]1[CH:32]=[C:33]([CH:36]=[CH:37][CH:38]=1)[CH2:34]Br)([O-:30])=[O:29]>>[C:1]([O:5][C:6]([N:8]1[CH2:13][CH2:12][C:11]([CH2:34][C:33]2[CH:36]=[CH:37][CH:38]=[C:31]([N+:28]([O-:30])=[O:29])[CH:32]=2)([C:14]([O:16][CH2:17][CH3:18])=[O:15])[CH2:10][CH2:9]1)=[O:7])([CH3:4])([CH3:3])[CH3:2]. Reported procedure: The title compound was prepared using the protocol described in Example 61, Step A substituting methyl N-tert-butoxycarbonyl-piperidine-4-carboxylate with ethyl N-tert-butoxycarbonyl-piperidine-4-carboxylate (Example 30, Step A), and 3-methylbenzyl bromide with 3-nitrobenzyl bromide.